From a dataset of the Open Reaction Database (ORD), a public repository of structured organic reaction records. describe an organic reaction: reactants, conditions, products, and yield The reactants are mixture, FF (fluorine), FF (fluorine), ClC1=CC=NC2=CC(=CC=C12)Cl (4,7-dichloroquinoline), II (iodine), lime, PTFE. Run in S(=O)(=O)([O-])S(=O)[O-].[Na+].[Na+] (sodium metabisulfite), CF2ClCFCl2. Yields the product FC1=NC2=CC(=CC=C2C(=C1)Cl)Cl (2-fluoro-4,7-dichloroquinoline). The yield is 30.6%. Reaction SMILES: [Cl:1][C:2]1[C:11]2[C:6](=[CH:7][C:8]([Cl:12])=[CH:9][CH:10]=2)[N:5]=[CH:4][CH:3]=1.II.[F:15]F>S(S([O-])=O)([O-])(=O)=O.[Na+].[Na+]>[F:15][C:4]1[CH:3]=[C:2]([Cl:1])[C:11]2[C:6](=[CH:7][C:8]([Cl:12])=[CH:9][CH:10]=2)[N:5]=1 |f:3.4.5|. Reported procedure: A solution containing 4,7-dichloroquinoline (1.0 g, 5 mmol) and iodine (1.28 g, 5 mmol) in CF2ClCFCl2 (30 ml) was placed in a fluorination apparatus fitted with a drying tube filled with soda lime. Elemental fluorine (7 mmol) as a 10% mixture by volume in dry nitrogen was then passed through the stirred solution using narrow bore PTFE tubing at ca. 15 ml/min. After the fluorine had been added, the solution was poured into 10% aqueous sodium metabisulfite solution (30 ml) and extracted with dichl... RXN SMILES: [CH3:1][S:2]([CH2:5][C:6]([O:8][CH3:9])=[O:7])(=[O:4])=[O:3].[C:10](=[S:12])=[S:11].[OH-].[K+].Cl/[CH:16]=[CH:17]\Cl>O.C(Cl)(Cl)Cl.CN(C)C=O>[S:11]1[CH:17]=[CH:16][S:12][C:10]1=[CH:1][S:2]([CH2:5][C:6]([O:8][CH3:9])=[O:7])(=[O:4])=[O:3] |f:2.3|. The reactants are CS(=O)(=O)CC(=O)OC (methyl methylsulfonylacetate), C(=S)=S (carbon disulfide), [OH-].[K+] (potassium hydroxide), resultant mixture, Cl\C=C/Cl (cis-1,2-dichloroethylene). Conditions: temperature 80 celsius, time 4 hour. Run in O (water), C(Cl)(Cl)Cl (chloroform), CN(C=O)C (dimethylformamide). Yields the product S1C(SC=C1)=CS(=O)(=O)CC(=O)OC (methyl 1,3-dithiol-2-ylidenemethylsulfonylacetate). Yield: 83.0%. Procedure details: To a mixture of 15.2 g of methyl methylsulfonylacetate, 7.6 g of carbon disulfide and 200 ml of dimethylformamide, 14.0 g of potassium hydroxide was added under ice-cooling. The resultant mixture was stirred for 3 hours. Thereafter, 9.7 g of cis-1,2-dichloroethylene was added, followed by stirring at 80° C. for 4 hours. After cooling the reaction mixture, chloroform and water were added and the resulting organic layer was separated. Upon removal of the solvent by distillation under reduced press... Yields the product C(C)OC(=O)N1CC2=C(CC1)N=C(O2)CO (6,7-dihydro-2-(hydroxymethyl)-oxazolo[5,4-c]pyridine-5(4H)-carboxylic acid ethyl ester). Run in CO (MeOH), [Cl-].[Na+].O (brine). Reported procedure: Sodium borohydride (0.71 g, 18.8 mmol) was added to a stirred solution of 2-formyl-6,7-dihydro-oxazolo[5,4-c]pyridine-5(4H)-carboxylic acid ethyl ester (2.82 g, 12.6 mmol) in MeOH (140 mL) at 0° C. The mixture was stirred at room temperature for 20 minutes, diluted with brine and extracted with DCM. The organic layer was separated, dried (Na2SO4), filtered and the solvents evaporated in vacuo. The crude product was purified by flash column chromatography (silica; AcOEt in DCM 0/100 to 100/0 and ... Reaction conditions: time 20 minute. The reactants are [BH4-].[Na+] (Sodium borohydride), C(C)OC(=O)N1CC2=C(CC1)N=C(O2)C=O (2-formyl-6,7-dihydro-oxazolo[5,4-c]pyridine-5(4H)-carboxylic acid ethyl ester). Yield: 63.1%. Reaction SMILES: [BH4-].[Na+].[CH2:3]([O:5][C:6]([N:8]1[CH2:13][CH2:12][C:11]2[N:14]=[C:15]([CH:17]=[O:18])[O:16][C:10]=2[CH2:9]1)=[O:7])[CH3:4]>CO.[Cl-].[Na+].O>[CH2:3]([O:5][C:6]([N:8]1[CH2:13][CH2:12][C:11]2[N:14]=[C:15]([CH2:17][OH:18])[O:16][C:10]=2[CH2:9]1)=[O:7])[CH3:4] |f:0.1,4.5.6|. Starting materials: [Al+3], CCOCC, N#Cc1ccc(OCC(F)(F)F)c(F)c1, [H-], [H-], [H-], [H-], [Li+], O. Product: NCc1ccc(OCC(F)(F)F)c(F)c1. As a reaction SMILES: [Al+3:2].[CH3:23][CH2:24][O:25][CH2:26][CH3:27].[F:7][c:8]1[cH:9][c:10]([C:11]#[N:12])[cH:13][cH:14][c:15]1[O:16][CH2:17][C:18]([F:19])([F:20])[F:21].[H-:1].[H-:4].[H-:5].[H-:6].[Li+:3].[OH2:22]>>[F:7][c:8]1[cH:9][c:10]([CH2:11][NH2:12])[cH:13][cH:14][c:15]1[O:16][CH2:17][C:18]([F:19])([F:20])[F:21]. Starting materials: ClCCCOC=1C=NC=CC1 (3-chloro-1-(3-pyridyloxy)propane), [OH-].[NH4+] (ammonium hydroxide). Run in CO (methanol). Reaction conditions: temperature 100 celsius. Product: N1=CC(=CC=C1)OCCCN (3-(3-Pyridyloxy)propylamine). Yield: 20.1%. RXN SMILES: Cl[CH2:2][CH2:3][CH2:4][O:5][C:6]1[CH:7]=[N:8][CH:9]=[CH:10][CH:11]=1.[OH-].[NH4+:13]>CO>[N:8]1[CH:9]=[CH:10][CH:11]=[C:6]([O:5][CH2:4][CH2:3][CH2:2][NH2:13])[CH:7]=1 |f:1.2|. Reported procedure: The 3-chloro-1-(3-pyridyloxy)propane (1.98 g, 11.6 mmol) was dissolved in methanol (25 mL) and added to concentrated ammonium hydroxide solution (29.7%, 14.8 M, 55 mL) in a heavy-walled glass pressure-tube apparatus. The tube was sealed and the mixture was stirred and heated at 100° C. (oil bath temperature) for 6 h. After cooling, the mixture was concentrated by rotary evaporation. Saturated NaCl solution (10 mL) was added to the residue, and the solution (pH 6) was extracted with ether (3×25 m... Starting materials: FC(C(CC(CC(=O)C(F)(F)F)=O)=O)(F)F (1,5-di(trifluoromethyl)-1,3,5-trioxopentane), [OH-].[NH4+] (ammonium hydroxide). Conditions: temperature 130 celsius. Yields the product FC(C1=NC(=CC(=C1)O)C(F)(F)F)(F)F (2,6-di(trifluoromethyl)-4-hydroxypyridine). RXN SMILES: [F:1][C:2]([F:16])([F:15])[C:3](=O)[CH2:4][C:5](=[O:13])[CH2:6][C:7]([C:9]([F:12])([F:11])[F:10])=O.[OH-].[NH4+:18]>>[F:1][C:2]([F:16])([F:15])[C:3]1[CH:4]=[C:5]([OH:13])[CH:6]=[C:7]([C:9]([F:12])([F:11])[F:10])[N:18]=1 |f:1.2|. Procedure: A mixture of 30 g 1,5-di(trifluoromethyl)-1,3,5-trioxopentane and 125 ml 28% aqueous ammonium hydroxide was heated in an autoclave at 130° C. for 5 hours. The reaction mixture was concentrated in vacuo, dissolved in 350 ml ethanol and treated with 11 ml 6N hydrochloric acid. The resulting mixture was concentrated in vacuo, 100 ml water added to the residue and filtered to give 8.0 g 2,6-di(trifluoromethyl)-4-hydroxypyridine, m.p. 123°-130° C. As a reaction SMILES: [CH3:45][OH:46].[Cl:1][c:2]1[cH:3][c:4](-[c:12]2[n:13][c:14](-[c:17]3[cH:18][cH:19][cH:20][c:21]4[c:22]([CH2:26][N:27]5[CH2:28][CH2:29][CH:30]([C:33](=[O:34])[O:35][CH2:36][CH3:37])[CH2:31][CH2:32]5)[cH:23][nH:24][c:25]34)[n:15][o:16]2)[cH:5][cH:6][c:7]1[O:8][CH:9]([CH3:10])[CH3:11].[Na+:39].[O:40]1[CH2:41][CH2:42][CH2:43][CH2:44]1.[OH-:38].[OH2:47]>>[Cl:1][c:2]1[cH:3][c:4](-[c:12]2[n:13][c:14](-[c:17]3[cH:18][cH:19][cH:20][c:21]4[c:22]([CH2:26][N:27]5[CH2:28][CH2:29][CH:30]([C:33](=[O:34])[OH:35])[CH2:31][CH2:32]5)[cH:23][nH:24][c:25]34)[n:15][o:16]2)[cH:5][cH:6][c:7]1[O:8][CH:9]([CH3:10])[CH3:11]. Yields the product CC(C)Oc1ccc(-c2nc(-c3cccc4c(CN5CCC(C(=O)O)CC5)c[nH]c34)no2)cc1Cl. Reactants: CO, CCOC(=O)C1CCN(Cc2c[nH]c3c(-c4noc(-c5ccc(OC(C)C)c(Cl)c5)n4)cccc23)CC1, [Na+], C1CCOC1, [OH-], O. The reactants are [H-].[Na+] (sodium hydride), ice water, CC1([C@H]2CC[C@@H]([C@@H]1C2)CO)C ((1S,2S,5S)-(−)-myrtanol), FC1=C(C#N)C(=CC=C1)F (2,6-difluorobenzonitrile). Reported procedure: A solution of (1S,2S,5S)-(−)-myrtanol (1.0 g, 6.48 mmol) in dimethylformamide was added to a cooled (0° C.) slurry of sodium hydride (310 mg, 7.78 mmol) in dimethylformamide under nitrogen atmosphere. The reaction mixture was slowly warmed to room temperature, stirred for 1 hour. Again, cooled (0° C.), then a solution of 2,6-difluorobenzonitrile (1.08 g, 7.78 mmol) in dimethylfomamide was added, stirred overnight at room temperature. The reaction mixture was poured on crushed-ice water, stirred.... Product: FC1=C(C#N)C=C(C=C1)OC[C@@H]1[C@H]2C([C@@H](CC1)C2)(C)C (2-fluoro-5-((1S,2S,5S)-6,6-dimethylbicyclo[3.1.1]hept-2-ylmethoxy)benzonitrile). Reaction SMILES: [CH3:1][C:2]1([CH3:11])[C@H:7]2[CH2:8][C@@H:3]1[CH2:4][CH2:5][C@@H:6]2[CH2:9][OH:10].[H-].[Na+].[F:14][C:15]1[CH:22]=[CH:21][CH:20]=[C:19](F)[C:16]=1[C:17]#[N:18]>CN(C)C=O>[F:14][C:15]1[CH:22]=[CH:21][C:20]([O:10][CH2:9][C@H:6]2[CH2:5][CH2:4][C@H:3]3[CH2:8][C@@H:7]2[C:2]3([CH3:11])[CH3:1])=[CH:19][C:16]=1[C:17]#[N:18] |f:1.2|. The yield is 76.8%. Reaction conditions: time 1 hour. The solvent is CN(C=O)C (dimethylformamide), CN(C=O)C (dimethylformamide). Starting materials: C(C1=CC=CC=C1)OCCCOC1=CC=C(C=C1)C1C(CN(CC1OCC1=CC2=CC=CC=C2C=C1)C(=O)OC(C)(C)C)CO (tert-butyl (3SR,4RS,5RS)-4-[4-(3-benzyloxy-propoxy)-phenyl]-3-hydroxymethyl-5-(naphthalen-2-ylmethoxy)-piperidine-1-carboxylate), Example 148 ( h ), S(=O)(=O)(C)Cl (mesyl chloride). The product is C(C1=CC=CC=C1)OCCCOC1=CC=C(C=C1)C1C(CN(CC1OCC1=CC2=CC=CC=C2C=C1)C(=O)OC(C)(C)C)COS(=O)(=O)C (tert-butyl (3SR,4RS,5RS)-4-[4-(3-benzyloxy-propoxy)-phenyl]-3-methanesulphonyloxymethyl-5-(naphthalen-2-ylmethoxy)-piperidine-1-carboxylate). Reaction SMILES: [CH2:1]([O:8][CH2:9][CH2:10][CH2:11][O:12][C:13]1[CH:18]=[CH:17][C:16]([CH:19]2[CH:24]([O:25][CH2:26][C:27]3[CH:36]=[CH:35][C:34]4[C:29](=[CH:30][CH:31]=[CH:32][CH:33]=4)[CH:28]=3)[CH2:23][N:22]([C:37]([O:39][C:40]([CH3:43])([CH3:42])[CH3:41])=[O:38])[CH2:21][CH:20]2[CH2:44][OH:45])=[CH:15][CH:14]=1)[C:2]1[CH:7]=[CH:6][CH:5]=[CH:4][CH:3]=1.[S:46](Cl)([CH3:49])(=[O:48])=[O:47]>>[CH2:1]([O:8][CH2:9][CH2:10][CH2:11][O:12][C:13]1[CH:14]=[CH:15][C:16]([CH:19]2[CH:24]([O:25][CH2:26][C:27]3[CH:36]=[CH:35][C:34]4[C:29](=[CH:30][CH:31]=[CH:32][CH:33]=4)[CH:28]=3)[CH2:23][N:22]([C:37]([O:39][C:40]([CH3:42])([CH3:41])[CH3:43])=[O:38])[CH2:21][CH:20]2[CH2:44][O:45][S:46]([CH3:49])(=[O:48])=[O:47])=[CH:17][CH:18]=1)[C:2]1[CH:3]=[CH:4][CH:5]=[CH:6][CH:7]=1. Reported procedure: By reacting tert-butyl (3SR,4RS,5RS)-4-[4-(3-benzyloxy-propoxy)-phenyl]-3-hydroxymethyl-5-(naphthalen-2-ylmethoxy)-piperidine-1-carboxylate [Example 148 (h)] with mesyl chloride according to a method known from the literature there was obtained tert-butyl (3SR,4RS,5RS)-4-[4-(3-benzyloxy-propoxy)-phenyl]-3-methanesulphonyloxymethyl-5-(naphthalen-2-ylmethoxy)-piperidine-1-carboxylate [MS: 707 (M+NH4)+ ] as a colourless solid. Further reaction with diethylamine in acetonitrile at 50° C. analogously...